From a dataset of the Open Reaction Database (ORD), a public repository of structured organic reaction records. describe an organic reaction: reactants, conditions, products, and yield Procedure: A solution of 5-cyclohexenyl-N2-(tetrahydro-2H-pyran-4-yl)-2,3,4,9-tetrahydro-1H-carbazole-2,8-dicarboxamide (Example 3-117, 28 mg, 0.066 mmol) in methanol (10 mL) was combined with 10% palladium on charcoal (80 mg) and shaken under an atmosphere of hydrogen (45 psi) for 1 h. The mixture was filtered, the solid was rinsed with methanol and the filtrates were concentrated to provide 5-cyclohexyl-N2-(tetrahydro-2H-pyran-4-yl)-2,3,4,9-tetrahydro-1H-carbazole-2,8-dicarboxamide as an off-white solid ... Yields the product C1(CCCCC1)C1=C2C=3CCC(CC3NC2=C(C=C1)C(=O)N)C(=O)NC1CCOCC1 (5-cyclohexyl-N2-(tetrahydro-2H-pyran-4-yl)-2,3,4,9-tetrahydro-1H-carbazole-2,8-dicarboxamide). Run at time 1 hour. Run in CO (methanol). Reactants: C1(=CCCCC1)C1=C2C=3CCC(CC3NC2=C(C=C1)C(=O)N)C(=O)NC1CCOCC1 (5-cyclohexenyl-N2-(tetrahydro-2H-pyran-4-yl)-2,3,4,9-tetrahydro-1H-carbazole-2,8-dicarboxamide). Reagents/catalysts: [Pd] (palladium on charcoal). Reaction SMILES: [C:1]1([C:7]2[CH:19]=[CH:18][C:17]([C:20]([NH2:22])=[O:21])=[C:16]3[C:8]=2[C:9]2[CH2:10][CH2:11][CH:12]([C:23]([NH:25][CH:26]4[CH2:31][CH2:30][O:29][CH2:28][CH2:27]4)=[O:24])[CH2:13][C:14]=2[NH:15]3)[CH2:6][CH2:5][CH2:4][CH2:3][CH:2]=1>CO.[Pd]>[CH:1]1([C:7]2[CH:19]=[CH:18][C:17]([C:20]([NH2:22])=[O:21])=[C:16]3[C:8]=2[C:9]2[CH2:10][CH2:11][CH:12]([C:23]([NH:25][CH:26]4[CH2:27][CH2:28][O:29][CH2:30][CH2:31]4)=[O:24])[CH2:13][C:14]=2[NH:15]3)[CH2:2][CH2:3][CH2:4][CH2:5][CH2:6]1. Starting materials: COC(=O)C1OC(C)(C)OC1C, [Li+], C1CCOC1, [OH-], O=C(O)CC(O)(CC(=O)O)C(=O)O. Product: CC1OC(C)(C)OC1C(=O)O. Reaction SMILES: [CH3:1][C:2]1([CH3:12])[O:3][CH:4]([CH3:11])[CH:5]([C:7](=[O:8])[O:9][CH3:10])[O:6]1.[Li+:13].[O:28]1[CH2:29][CH2:30][CH2:31][CH2:32]1.[OH-:14].[OH:15][C:16]([CH2:17][C:18]([C:19](=[O:20])[OH:21])([CH2:22][C:23](=[O:24])[OH:25])[OH:26])=[O:27]>>[CH3:1][C:2]1([CH3:12])[O:3][CH:4]([CH3:11])[CH:5]([C:7](=[O:8])[OH:9])[O:6]1. Reactants: CN1CCNCC1 (1-methyl-piperazine), C(CCCCCCCCCCC)Cl (dodecyl chloride), solid, [OH-].[Na+] (sodium hydroxide). Product: CN1CCN(CC1)CCCCCCCCCCCC (1-methyl-4-dodecyl-piperazine). Yield: 65.9%. As a reaction SMILES: [CH3:1][N:2]1[CH2:7][CH2:6][NH:5][CH2:4][CH2:3]1.[CH2:8](Cl)[CH2:9][CH2:10][CH2:11][CH2:12][CH2:13][CH2:14][CH2:15][CH2:16][CH2:17][CH2:18][CH3:19].[OH-].[Na+]>>[CH3:1][N:2]1[CH2:7][CH2:6][N:5]([CH2:19][CH2:18][CH2:17][CH2:16][CH2:15][CH2:14][CH2:13][CH2:12][CH2:11][CH2:10][CH2:9][CH3:8])[CH2:4][CH2:3]1 |f:2.3|. Procedure: 100 g (1 mole) of 1-methyl-piperazine were heated to 100° C and a total of 204.5 g (1 mole) of dodecyl chloride was added in 3 portions. After a reaction time of 15 minutes, 40 g (1 mole) of solid sodium hydroxide was added in several portions and the mixture was allowed to react for 2 hours at 140°-150° C. The reaction product was then separated from the solid inorganic residue by filtering the reaction mixture whilst hot. The inorganic residue was extracted twice with 200 ml of benzene, the be... The product is CN1CCOc2cc(Br)ccc21. The reactants are O=C1CCC(=O)N1Br, CN1CCOc2ccccc21, ClCCl, CN(C)C=O. Reaction SMILES: [Br:12][N:13]1[C:14](=[O:15])[CH2:16][CH2:17][C:18]1=[O:19].[CH3:1][N:2]1[CH2:3][CH2:4][O:5][c:6]2[c:7]1[cH:8][cH:9][cH:10][cH:11]2.[Cl:25][CH2:26][Cl:27].[O:20]=[CH:21][N:22]([CH3:23])[CH3:24]>>[CH3:1][N:2]1[CH2:3][CH2:4][O:5][c:6]2[c:7]1[cH:8][cH:9][c:10]([Br:12])[cH:11]2.